Dataset: the Open Reaction Database (ORD), a public repository of structured organic reaction records. Task: describe an organic reaction: reactants, conditions, products, and yield Starting materials: COC(CNC1=CC=C(C=C1)N1C(=NC(=C1)C1=C(C=C(C=C1)Cl)Cl)CC1=CC=C(C=C1)Br)=O ({4-[2-(4-Bromo-benzyl)-4-(2,4-dichloro-phenyl)-imidazol-1-yl]-phenylamino}-acetic acid methyl ester), C(CC)(=O)C1=CC=C(C=C1)B(O)O (4-propionyl-phenyl boronic acid). Yields the product COC(CNC1=CC=C(C=C1)N1C(=NC(=C1)C1=C(C=C(C=C1)Cl)Cl)CC1=CC=C(C=C1)C1=CC=C(C=C1)C(CC)=O)=O ({4-[4-(2,4-dichloro-phenyl)-2-(4′-propionyl-biphenyl-4-ylmethyl)-imidazol-1-yl]-phenylamino}-acetic acid methyl ester). RXN SMILES: [CH3:1][O:2][C:3](=[O:33])[CH2:4][NH:5][C:6]1[CH:11]=[CH:10][C:9]([N:12]2[CH:16]=[C:15]([C:17]3[CH:22]=[CH:21][C:20]([Cl:23])=[CH:19][C:18]=3[Cl:24])[N:14]=[C:13]2[CH2:25][C:26]2[CH:31]=[CH:30][C:29](Br)=[CH:28][CH:27]=2)=[CH:8][CH:7]=1.[C:34]([C:38]1[CH:43]=[CH:42][C:41](B(O)O)=[CH:40][CH:39]=1)(=[O:37])[CH2:35][CH3:36]>>[CH3:1][O:2][C:3](=[O:33])[CH2:4][NH:5][C:6]1[CH:11]=[CH:10][C:9]([N:12]2[CH:16]=[C:15]([C:17]3[CH:22]=[CH:21][C:20]([Cl:23])=[CH:19][C:18]=3[Cl:24])[N:14]=[C:13]2[CH2:25][C:26]2[CH:31]=[CH:30][C:29]([C:41]3[CH:42]=[CH:43][C:38]([C:34](=[O:37])[CH2:35][CH3:36])=[CH:39][CH:40]=3)=[CH:28][CH:27]=2)=[CH:8][CH:7]=1. Reported procedure: {4-[2-(4-Bromo-benzyl)-4-(2,4-dichloro-phenyl)-imidazol-1-yl]-phenylamino}-acetic acid methyl ester (1.8 g, 3.3 mmol) was coupled with 4-propionyl-phenyl boronic acid (712 m g, 4.0 mmol) according to general procedure G to give {4-[4-(2,4-dichloro-phenyl)-2-(4′-propionyl-biphenyl-4-ylmethyl)-imidazol-1-yl]-phenylamino}-acetic acid methyl ester. Reactants: CCN(C(C)C)C(C)C (DIPEA), FC=1C(=NC2=CC=CC(=C2N1)C1=CC=2C(NCCC2N1)=O)C (2-(3-fluoro-2-methylquinoxalin-5-yl)-6,7-dihydro-1H-pyrrolo[3,2-c]pyridin-4 (5H)-one), NC1CC(C1)O (3-aminocyclobutanol). The solvent is CS(=O)C (DMSO). Reaction conditions: temperature 80 celsius, time 2 hour. Yields the product OC1CC(C1)NC=1C(=NC2=CC=CC(=C2N1)C1=CC=2C(NCCC2N1)=O)C (2-(3-((3-hydroxycyclobutyl)amino)-2-methyl-5-quinoxalinyl)-1,5,6,7-tetrahydro-4H-pyrrolo[3,2-c]pyridin-4-one). RXN SMILES: CCN(C(C)C)C(C)C.F[C:11]1[C:12]([CH3:31])=[N:13][C:14]2[C:19]([N:20]=1)=[C:18]([C:21]1[NH:29][C:28]3[CH2:27][CH2:26][NH:25][C:24](=[O:30])[C:23]=3[CH:22]=1)[CH:17]=[CH:16][CH:15]=2.[NH2:32][CH:33]1[CH2:36][CH:35]([OH:37])[CH2:34]1>CS(C)=O>[OH:37][CH:35]1[CH2:36][CH:33]([NH:32][C:11]2[C:12]([CH3:31])=[N:13][C:14]3[C:19]([N:20]=2)=[C:18]([C:21]2[NH:29][C:28]4[CH2:27][CH2:26][NH:25][C:24](=[O:30])[C:23]=4[CH:22]=2)[CH:17]=[CH:16][CH:15]=3)[CH2:34]1. Procedure: Prepared according to Example 127, using DIPEA (141 μl, 0.803 mmol), 2-(3-fluoro-2-methylquinoxalin-5-yl)-6,7-dihydro-1H-pyrrolo[3,2-c]pyridin-4 (5H)-one (Example 126; 40 mg, 0.135 mmol), 3-aminocyclobutanol (35.3 mg, 0.405 mmol, Sigma Aldrich; mixture of cis- and trans-isomers), and DMSO (1.4 mL) stirring at 80° C. for 2 h. Purification by high throughput parallel purification (Rilas Technologies, Woburn, Mass.) provided 2-(3-((3-hydroxycyclobutyl)amino)-2-methyl-5-quinoxalinyl)-1,5,6,7-tetrahy... Reactants: C(C)(C)(C)OC(=O)NC1=NC=C(C=N1)C1=NC(=C2N=CN(C2=N1)CC(=O)O)N1CCOCC1 (2-(2-(2-(Tert-butoxycarbonylamino)pyrimidin-5-yl)-6-morpholino-9H-purin-9-yl)acetic acid), CNC(=O)C1CCNCC1 (N-methylpiperidine-4-carboxamide). Product: NC1=NC=C(C=N1)C1=NC(=C2N=CN(C2=N1)CC(=O)N1CCC(CC1)C(=O)NC)N1CCOCC1 (1-(2-(2-(2-aminopyrimidin-5-yl)-6-morpholino-9H-purin-9-yl)acetyl)-N-methylpiperidine-4-carboxamide). Reaction SMILES: C(OC([NH:8][C:9]1[N:14]=[CH:13][C:12]([C:15]2[N:23]=[C:22]3[C:18]([N:19]=[CH:20][N:21]3[CH2:24][C:25]([OH:27])=O)=[C:17]([N:28]3[CH2:33][CH2:32][O:31][CH2:30][CH2:29]3)[N:16]=2)=[CH:11][N:10]=1)=O)(C)(C)C.[CH3:34][NH:35][C:36]([CH:38]1[CH2:43][CH2:42][NH:41][CH2:40][CH2:39]1)=[O:37]>>[NH2:8][C:9]1[N:10]=[CH:11][C:12]([C:15]2[N:23]=[C:22]3[C:18]([N:19]=[CH:20][N:21]3[CH2:24][C:25]([N:41]3[CH2:42][CH2:43][CH:38]([C:36]([NH:35][CH3:34])=[O:37])[CH2:39][CH2:40]3)=[O:27])=[C:17]([N:28]3[CH2:29][CH2:30][O:31][CH2:32][CH2:33]3)[N:16]=2)=[CH:13][N:14]=1. Reported procedure: 2-(2-(2-(Tert-butoxycarbonylamino)pyrimidin-5-yl)-6-morpholino-9H-purin-9-yl)acetic acid (35 mg) was reacted with N-methylpiperidine-4-carboxamide via General Procedure F followed by Boc deprotection via General Procedure E and purified via reverse phase HPLC to give 10.3 mg 122 as a white solid. MS (Q1) 481.2 (M)+. Starting materials: CC=1C=C2CCC3(C2=C(C1)C)CC(C(C(C3)=O)C(CC)=O)=O (5',7'-dimethyl-4-propionylspiro[cyclohexane-1,1'-indan]-3,5-dione), C(C)ON (ethoxyamine), ( c ). The product is CC=1C=C2CCC3(C2=C(C1)C)CC(C(C(C3)=O)C(CC)=NOCC)=O (5',7'-Dimethyl-4-[1-(ethoxyimino)propyl]spiro[cyclohexane-1,1'-indan-]-3,5-dione). Reaction SMILES: [CH3:1][C:2]1[CH:3]=[C:4]2[C:8](=[C:9]([CH3:11])[CH:10]=1)[C:7]1([CH2:16][C:15](=[O:17])[CH:14]([C:18](=O)[CH2:19][CH3:20])[C:13](=[O:22])[CH2:12]1)[CH2:6][CH2:5]2.[CH2:23]([O:25][NH2:26])[CH3:24]>>[CH3:1][C:2]1[CH:3]=[C:4]2[C:8](=[C:9]([CH3:11])[CH:10]=1)[C:7]1([CH2:16][C:15](=[O:17])[CH:14]([C:18](=[N:26][O:25][CH2:23][CH3:24])[CH2:19][CH3:20])[C:13](=[O:22])[CH2:12]1)[CH2:6][CH2:5]2. Reported procedure: Reaction of 5',7'-dimethyl-4-propionylspiro[cyclohexane-1,1'-indan]-3,5-dione with ethoxyamine according to the procedure described in Example 1 part (c) gave 5',7'-dimethyl-4-[1-(ethoxyimino)propyl]spiro[cyclohexane-1,1'indan]-3,5-dione (1) as a pale yellow oil which was characterized by its proton magnetic resonance spectrum and the spectroscopic data is recorded in Table 2, Example 12. Starting materials: Cl.FC(C1=C(C(C2=CC=CC=C2)OC2CNC2)C=CC=C1)(F)F (3-[2-(trifluoromethyl)benzhydryloxy]azetidine hydrochloride), C(C)(C)(C)N=C=O (tert-butyl isocyanate), C([O-])([O-])=O (carbonate), compound ( 10 ). Product: FC(C1=C(C(C2=CC=CC=C2)OC2CN(C2)C(=O)NC(C)(C)C)C=CC=C1)(F)F (3-[2-(trifluoromethyl)benzhydryloxy]-N-(tert-butyl)azetidine-1-carboxamide). Reaction SMILES: Cl.[F:2][C:3]([F:23])([F:22])[C:4]1[CH:21]=[CH:20][CH:19]=[CH:18][C:5]=1[CH:6]([O:13][CH:14]1[CH2:17][NH:16][CH2:15]1)[C:7]1[CH:12]=[CH:11][CH:10]=[CH:9][CH:8]=1.[C:24]([N:28]=[C:29]=[O:30])([CH3:27])([CH3:26])[CH3:25].C(=O)([O-])[O-]>>[F:23][C:3]([F:2])([F:22])[C:4]1[CH:21]=[CH:20][CH:19]=[CH:18][C:5]=1[CH:6]([O:13][CH:14]1[CH2:17][N:16]([C:29]([NH:28][C:24]([CH3:27])([CH3:26])[CH3:25])=[O:30])[CH2:15]1)[C:7]1[CH:8]=[CH:9][CH:10]=[CH:11][CH:12]=1 |f:0.1|. Reported procedure: This material was prepared from 3-[2-(trifluoromethyl)benzhydryloxy]azetidine hydrochloride (133) (0.33 mmol), tert-butyl isocyanate (0.33 mmol) and MP-carbonate (2.62 mmol/g, 0.98 mmol) using the procedure described for compound (10) (99.5 mg, 75%). The reactants are [OH-].[Na+] (NaOH), O[C@@H]([C@@H]1C(CCC1)=O)C1(CCC1)C1=CC=C(C=C1)OC(F)(F)F ((R)-2-((S)-hydroxy(1-(4-(trifluoromethoxy)phenyl)cyclobutyl)methyl)-cyclopentanone), C(C)(=O)[O-].[Na+] (sodium acetate), Cl.NO (hydroxylamine hydrochloride), C(C)(=O)[O-].[NH4+] (ammonium acetate), C(#N)[BH3-].[Na+] (sodium cyanoborohydride). Reagents/catalysts: [Cl-].[Ti+3].[Cl-].[Cl-] (titanium(III)chloride). Solvent: CO (methanol). Reaction conditions: time 15 minute. Yields the product N[C@@H]1[C@H](CCC1)[C@H](O)C1(CCC1)C1=CC=C(C=C1)OC(F)(F)F ((S)-[(1S,2S)-2-aminocyclopentyl]{1-[4-(trifluoromethoxy)phenyl]-cyclobutyl}methanol). Isolated yield 34.0%. As a reaction SMILES: [OH:1][C@H:2]([C:9]1([C:13]2[CH:18]=[CH:17][C:16]([O:19][C:20]([F:23])([F:22])[F:21])=[CH:15][CH:14]=2)[CH2:12][CH2:11][CH2:10]1)[C@H:3]1[CH2:7][CH2:6][CH2:5][C:4]1=O.C([O-])(=O)C.[Na+].Cl.NO.C([O-])(=O)C.[NH4+].C([BH3-])#[N:38].[Na+].[OH-].[Na+]>[Cl-].[Ti+3].[Cl-].[Cl-].CO>[NH2:38][C@H:4]1[CH2:5][CH2:6][CH2:7][C@@H:3]1[C@@H:2]([C:9]1([C:13]2[CH:18]=[CH:17][C:16]([O:19][C:20]([F:23])([F:22])[F:21])=[CH:15][CH:14]=2)[CH2:12][CH2:11][CH2:10]1)[OH:1] |f:1.2,3.4,5.6,7.8,9.10,11.12.13.14|. Reported procedure: The mixture of Example 222A (285 mg, 0.868 mmol), methanol (5 mL), sodium acetate (85 mg, 1.042 mmol) and hydroxylamine hydrochloride (72.4 mg, 1.042 mmol) was heated in a 50° C. oil bath. After 15 minutes, the reaction mixture was cooled to room temperature and added ammonium acetate (736 mg, 9.55 mmol), sodium cyanoborohydride (164 mg, 2.60 mmol), and titanium(III)chloride (2.414 mL, 1.910 mmol) (dropwise to keep the internal temperature at about 35° C.). After 10 minutes, 2N NaOH was added an... Reactants: C(C)(=O)C=1N(C(C(=C(C1C(=O)O)Cl)C)=O)C (2-acetyl-4-chloro-1,5-dimethyl-6-oxo-1,6-dihydropyridine-3-carboxylic acid), O.NN (hydrazine monohydrate), Cl (HCl). Solvent: C(C)(=O)OCC (ethyl acetate), C1CCOC1 (THF). Reaction conditions: time 16 hour. Yields the product ClC1=C(C(N(C=2C(=NNC(C21)=O)C)C)=O)C (4-chloro-1,3,8-trimethyl-1H,6H-pyrido[2,3-d]pyridazine-2,5-dione). As a reaction SMILES: [C:1]([C:4]1[N:5]([CH3:16])[C:6](=[O:15])[C:7]([CH3:14])=[C:8]([Cl:13])[C:9]=1[C:10](O)=[O:11])(=O)[CH3:2].O.[NH2:18][NH2:19].Cl>C1COCC1.C(OCC)(=O)C>[Cl:13][C:8]1[C:9]2[C:10](=[O:11])[NH:19][N:18]=[C:1]([CH3:2])[C:4]=2[N:5]([CH3:16])[C:6](=[O:15])[C:7]=1[CH3:14] |f:1.2|. Reported procedure: To a solution of 2-acetyl-4-chloro-1,5-dimethyl-6-oxo-1,6-dihydropyridine-3-carboxylic acid (1 equivalent) and hydrazine monohydrate (3.30 equivalents) in THF is added 1 N HCl (0.80 equivalents). After 16 hours, the reaction mixture is diluted with ethyl acetate, washed with water and brine, dried (MgSO4) and concentrated under reduced pressure. The desired product purified by trituration or flash column chromatography to afford the desired product as necessary. Reactants: CC1(C)C2CCC1(CS(=O)(=O)O)C(=O)C2, CCN1CCc2c(N)ccc(OC)c2CC1, CC(C)O, CNC(=O)c1ccccc1Nc1nc(Cl)ncc1Cl, O. Yields the product CCN1CCc2c(Nc3ncc(Cl)c(Nc4ccccc4C(=O)NC)n3)ccc(OC)c2CC1. As a reaction SMILES: [C:36]12([CH2:37][S:38]([OH:39])(=[O:40])=[O:41])[C:42]([CH3:43])([CH3:44])[CH:45]([CH2:46][CH2:47]1)[CH2:48][C:49]2=[O:50].[CH2:1]([CH3:2])[N:3]1[CH2:4][CH2:5][c:6]2[c:7]([c:10]([NH2:16])[cH:11][cH:12][c:13]2[O:14][CH3:15])[CH2:8][CH2:9]1.[CH:51]([OH:52])([CH3:53])[CH3:54].[Cl:17][c:18]1[n:19][cH:20][c:21]([Cl:35])[c:22]([NH:24][c:25]2[c:26]([C:27](=[O:28])[NH:29][CH3:30])[cH:31][cH:32][cH:33][cH:34]2)[n:23]1.[OH2:55]>>[CH2:1]([CH3:2])[N:3]1[CH2:4][CH2:5][c:6]2[c:7]([c:10]([NH:16][c:18]3[n:19][cH:20][c:21]([Cl:35])[c:22]([NH:24][c:25]4[c:26]([C:27](=[O:28])[NH:29][CH3:30])[cH:31][cH:32][cH:33][cH:34]4)[n:23]3)[cH:11][cH:12][c:13]2[O:14][CH3:15])[CH2:8][CH2:9]1. Starting materials: C[O-], CCO, CO, C=Cc1ccncc1, [Na+], COC(=O)CS. Yields the product COC(=O)CSCCc1ccncc1. As a reaction SMILES: [CH3:1][O-:2].[CH3:20][CH2:21][OH:22].[CH3:4][OH:5].[CH:12](=[CH2:13])[c:14]1[cH:15][cH:16][n:17][cH:18][cH:19]1.[Na+:3].[SH:6][CH2:7][C:8](=[O:9])[O:10][CH3:11]>>[S:6]([CH2:7][C:8](=[O:9])[O:10][CH3:11])[CH2:13][CH2:12][c:14]1[cH:15][cH:16][n:17][cH:18][cH:19]1. Reactants: CCN(C(C)C)C(C)C, Cl, O=C(c1ccc(F)cc1)C1CCNCC1, CN(C)C=O, Cc1ccc(S(=O)(=O)OCCC2CCc3onc(-c4ccccc4)c3C2O)cc1. The product is O=C(c1ccc(F)cc1)C1CCN(CCC2CCc3onc(-c4ccccc4)c3C2O)CC1. As a reaction SMILES: [CH:30]([N:31]([CH:32]([CH3:33])[CH3:34])[CH2:35][CH3:36])([CH3:37])[CH3:38].[ClH:39].[F:40][c:41]1[cH:42][cH:43][c:44]([C:45](=[O:46])[CH:47]2[CH2:48][CH2:49][NH:50][CH2:51][CH2:52]2)[cH:53][cH:54]1.[O:55]=[CH:56][N:57]([CH3:58])[CH3:59].[c:1]1(-[c:7]2[n:8][o:9][c:10]3[c:11]2[CH:12]([OH:29])[CH:13]([CH2:16][CH2:17][O:18][S:19]([c:20]2[cH:21][cH:22][c:23]([CH3:24])[cH:25][cH:26]2)(=[O:27])=[O:28])[CH2:14][CH2:15]3)[cH:2][cH:3][cH:4][cH:5][cH:6]1>>[c:1]1(-[c:7]2[n:8][o:9][c:10]3[c:11]2[CH:12]([OH:29])[CH:13]([CH2:16][CH2:17][N:50]2[CH2:49][CH2:48][CH:47]([C:45]([c:44]4[cH:43][cH:42][c:41]([F:40])[cH:54][cH:53]4)=[O:46])[CH2:52][CH2:51]2)[CH2:14][CH2:15]3)[cH:2][cH:3][cH:4][cH:5][cH:6]1.